This data is from the Open Reaction Database (ORD), a public repository of structured organic reaction records. The task is: describe an organic reaction: reactants, conditions, products, and yield Starting materials: CCO, CN1C(=O)C(F)(F)CN(C2CCCCC2)c2nc(Cl)ncc21, Cl, COc1cc(C(=O)O)ccc1N, O. Yields the product COc1cc(C(=O)O)ccc1Nc1ncc2c(n1)N(C1CCCCC1)CC(F)(F)C(=O)N2C. RXN SMILES: [CH2:37]([OH:38])[CH3:39].[Cl:1][c:2]1[n:3][cH:4][c:5]2[c:6]([n:22]1)[N:7]([CH:16]1[CH2:17][CH2:18][CH2:19][CH2:20][CH2:21]1)[CH2:8][C:9]([F:14])([F:15])[C:10](=[O:13])[N:11]2[CH3:12].[ClH:35].[NH2:23][c:24]1[c:25]([O:33][CH3:34])[cH:26][c:27]([C:28](=[O:29])[OH:30])[cH:31][cH:32]1.[OH2:36]>>[c:2]1([NH:23][c:24]2[c:25]([O:33][CH3:34])[cH:26][c:27]([C:28](=[O:29])[OH:30])[cH:31][cH:32]2)[n:3][cH:4][c:5]2[c:6]([n:22]1)[N:7]([CH:16]1[CH2:17][CH2:18][CH2:19][CH2:20][CH2:21]1)[CH2:8][C:9]([F:14])([F:15])[C:10](=[O:13])[N:11]2[CH3:12]. Starting materials: FC(C1=C(C=CC=C1)S(=O)(=O)Cl)(F)F (2-(trifluoromethyl)-benzenesulfonyl chloride), C(C)N(C(C)C)C(C)C (N-ethyl-diisopropylamine), BrC1=CC=C(S1)CN (1-(5-bromo-2-thienyl)-methanamine). Solvent: ClCCl (dichloromethane). Reaction conditions: time 10 minute. Yields the product BrC1=CC=C(S1)CNS(=O)(=O)C1=C(C=CC=C1)C(F)(F)F (N-(5-bromo-thiophen-2-ylmethyl)-2-trifluoromethyl-benzenesulfonamide). The yield is 57.2%. Reaction SMILES: [Br:1][C:2]1[S:6][C:5]([CH2:7][NH2:8])=[CH:4][CH:3]=1.[F:9][C:10]([F:22])([F:21])[C:11]1[CH:16]=[CH:15][CH:14]=[CH:13][C:12]=1[S:17](Cl)(=[O:19])=[O:18].C(N(C(C)C)C(C)C)C>ClCCl>[Br:1][C:2]1[S:6][C:5]([CH2:7][NH:8][S:17]([C:12]2[CH:13]=[CH:14][CH:15]=[CH:16][C:11]=2[C:10]([F:9])([F:21])[F:22])(=[O:19])=[O:18])=[CH:4][CH:3]=1. Procedure: To a stirred suspension of 1-(5-bromo-2-thienyl)-methanamine (0.5 g) in dichloromethane (8 mL) were added 2-(trifluoromethyl)-benzenesulfonyl chloride (0.67 g) and N-ethyl-diisopropylamine (0.37 g) at 0° C. After stirring for 10 min, the ice bath was removed and the mixture was stirred for 40 min. The reaction mixture was diluted with dichloromethane and washed with 0.5 M HCl and with water. The organic phase was dried (MgSO4), filtered and concentrated. The residue was suspended in cyclohexane....